Dataset: the Open Reaction Database (ORD), a public repository of structured organic reaction records. Task: describe an organic reaction: reactants, conditions, products, and yield The reactants are C1CCOC1, CO, [Na+], [Na+], O=C([O-])O, [OH-], CCOC(=O)c1cnc(N2CC(NS(=O)(=O)c3ccc4ccccc4c3)C2)nc1. Yields the product O=C(O)c1cnc(N2CC(NS(=O)(=O)c3ccc4ccccc4c3)C2)nc1. As a reaction SMILES: [CH2:37]1[O:38][CH2:39][CH2:40][CH2:41]1.[CH3:42][OH:43].[Na+:2].[Na+:36].[O-:32][C:33]([OH:34])=[O:35].[OH-:1].[cH:3]1[c:4]([S:13](=[O:14])(=[O:15])[NH:16][CH:17]2[CH2:18][N:19]([c:21]3[n:22][cH:23][c:24]([C:27](=[O:28])[O:29][CH2:30][CH3:31])[cH:25][n:26]3)[CH2:20]2)[cH:5][cH:6][c:7]2[cH:8][cH:9][cH:10][cH:11][c:12]12>>[cH:3]1[c:4]([S:13](=[O:14])(=[O:15])[NH:16][CH:17]2[CH2:18][N:19]([c:21]3[n:22][cH:23][c:24]([C:27](=[O:28])[OH:29])[cH:25][n:26]3)[CH2:20]2)[cH:5][cH:6][c:7]2[cH:8][cH:9][cH:10][cH:11][c:12]12.